This data is from the Open Reaction Database (ORD), a public repository of structured organic reaction records. The task is: describe an organic reaction: reactants, conditions, products, and yield The reactants are ClCCl, Cc1c(CO)c2cnnc(OCc3ccc(F)cc3)c2n1CC1CC1C. Yields the product Cc1c(C=O)c2cnnc(OCc3ccc(F)cc3)c2n1CC1CC1C. As a reaction SMILES: [CH2:27]([Cl:28])[Cl:29].[F:1][c:2]1[cH:3][cH:4][c:5]([CH2:6][O:7][c:8]2[n:9][n:10][cH:11][c:12]3[c:13]2[n:14]([CH2:20][CH:21]2[CH:22]([CH3:24])[CH2:23]2)[c:15]([CH3:19])[c:16]3[CH2:17][OH:18])[cH:25][cH:26]1>>[F:1][c:2]1[cH:3][cH:4][c:5]([CH2:6][O:7][c:8]2[n:9][n:10][cH:11][c:12]3[c:13]2[n:14]([CH2:20][CH:21]2[CH:22]([CH3:24])[CH2:23]2)[c:15]([CH3:19])[c:16]3[CH:17]=[O:18])[cH:25][cH:26]1.